This data is from the Open Reaction Database (ORD), a public repository of structured organic reaction records. The task is: describe an organic reaction: reactants, conditions, products, and yield Reactants: CC(C)(C)[Si](C)(C)OCC1C=CC(n2ccc3c(NC4CCc5ccccc54)ncnc32)C1, C1CCOC1, F, c1ccncc1, c1ccncc1. Product: OCC1C=CC(n2ccc3c(NC4CCc5ccccc54)ncnc32)C1. As a reaction SMILES: [C:1]([Si:2]([CH3:3])([CH3:4])[O:6][CH2:7][CH:8]1[CH:9]=[CH:10][CH:11]([n:13]2[cH:14][cH:15][c:16]3[c:17]2[n:18][cH:19][n:20][c:21]3[NH:22][CH:23]2[CH2:24][CH2:25][c:26]3[cH:27][cH:28][cH:29][cH:30][c:31]32)[CH2:12]1)([CH3:5])([CH3:32])[CH3:33].[CH2:47]1[O:48][CH2:49][CH2:50][CH2:51]1.[FH:34].[cH:41]1[cH:42][cH:43][n:44][cH:45][cH:46]1.[n:35]1[cH:36][cH:37][cH:38][cH:39][cH:40]1>>[OH:6][CH2:7][CH:8]1[CH:9]=[CH:10][CH:11]([n:13]2[cH:14][cH:15][c:16]3[c:17]2[n:18][cH:19][n:20][c:21]3[NH:22][CH:23]2[CH2:24][CH2:25][c:26]3[cH:27][cH:28][cH:29][cH:30][c:31]32)[CH2:12]1. Isolated yield 70.0%. The product is C(=O)(O)[C@H]1C[C@@H](SC1)CS (trans-4-carboxy-2-mercaptomethyl-tetrahydrothiophene). As a reaction SMILES: C([O:3][C:4]([C@@H:6]1[CH2:10][S:9][C@@H:8]([CH2:11][SH:12])[CH2:7]1)=[O:5])C.[OH-].[Li+].O>C1COCC1>[C:4]([C@@H:6]1[CH2:10][S:9][C@@H:8]([CH2:11][SH:12])[CH2:7]1)([OH:5])=[O:3] |f:1.2|. Conditions: time 1.5 hour. Procedure: To a stirred solution of trans-4-ethoxycarbonyl-2-mercaptomethyltetrahydrothiophene (compound No. 15-1, 420 mg) in THF (28 ml), 1N lithium hydroxide solution (4.1 ml) was added and the mixture was stirred for 1.5 hours at room temperature. Water was added to the mixture and washed with ethyl acetate. The aqueous layer was acidified with dilute hydrochloric acid and extracted with ethyl acetate. The organic layer was washed with water and saturated sodium chloride solution, dried over anhydrous m... The solvent is C1CCOC1 (THF). Starting materials: C(C)OC(=O)[C@H]1C[C@@H](SC1)CS (trans-4-ethoxycarbonyl-2-mercaptomethyltetrahydrothiophene), [OH-].[Li+] (lithium hydroxide), O (Water).